From a dataset of the Open Reaction Database (ORD), a public repository of structured organic reaction records. describe an organic reaction: reactants, conditions, products, and yield The reactants are C(C)(C)C=1C=C2C(=CC(OC2=C(C1)C(C)C)=O)C (6,8-diisopropyl-4-methylchromen-2-one), [H-].[H-].[H-].[H-].[Li+].[Al+3] (LiAlH4). The solvent is CCOCC (Et2O). Run at temperature 0 celsius, time 1 hour. Product: OCC=C(C)C1=C(C(=CC(=C1)C(C)C)C(C)C)O (2-(3-Hydroxy-1-methyl-propenyl)-4,6-diisopropyl-phenol), syrup. The yield is 70.0%. RXN SMILES: [CH:1]([C:4]1[CH:5]=[C:6]2[C:11](=[C:12]([CH:14]([CH3:16])[CH3:15])[CH:13]=1)[O:10][C:9](=[O:17])[CH:8]=[C:7]2[CH3:18])([CH3:3])[CH3:2].[H-].[H-].[H-].[H-].[Li+].[Al+3]>CCOCC>[OH:17][CH2:9][CH:8]=[C:7]([C:6]1[CH:5]=[C:4]([CH:1]([CH3:3])[CH3:2])[CH:13]=[C:12]([CH:14]([CH3:16])[CH3:15])[C:11]=1[OH:10])[CH3:18] |f:1.2.3.4.5.6|. Reported procedure: To a solution of 6,8-diisopropyl-4-methylchromen-2-one Intermediate 11, 2.6 g, 10.7 mmol) in Et2O (100 mL) at 0° C. was added LiAlH4 portionwise (405 mg, 10.7 mmol). The reaction was stirred at 0° C. for 1 h, quenched by careful addition of ice, and acidified with 1M HCl. The mixture was then extracted with EtOAc. The organic layer was separated, washed successively with H2O, brine, dried over Na2SO4, and concentrated in vacuo. The residue was purified by flash column chromatography on silica ge... Starting materials: CO (methanol), OC=1C=CC2=C(SC(=C2C(=O)C2=CC=C(C=C2)OCCN2CCCCC2)C2CCCCC2)C1 ((6-hydroxy-2-cyclohexylbenzo[b]thien-3yl)[4[2-(1-piperidinyl)ethoxy]phenyl]methanone), C(Cl)(Cl)Cl (chloroform), C(C1=CC=CC=C1)(=O)Cl (benzoyl chloride). Run in N1=CC=CC=C1 (pyridine). Reaction conditions: time 1 hour. Product: C(C1=CC=CC=C1)(=O)OC=1C=CC2=C(SC(=C2C(=O)C2=CC=C(C=C2)OCCN2CCCCC2)C2CCCCC2)C1 ((6-benzoyloxy-2-cyclohexylbenzo[b]thien-3-yl)[4-[2-(1-piperidinyl)ethoxy]phenyl]methanone). As a reaction SMILES: [OH:1][C:2]1[CH:3]=[CH:4][C:5]2[C:9]([C:10]([C:12]3[CH:17]=[CH:16][C:15]([O:18][CH2:19][CH2:20][N:21]4[CH2:26][CH2:25][CH2:24][CH2:23][CH2:22]4)=[CH:14][CH:13]=3)=[O:11])=[C:8]([CH:27]3[CH2:32][CH2:31][CH2:30][CH2:29][CH2:28]3)[S:7][C:6]=2[CH:33]=1.[C:34](Cl)(=[O:41])[C:35]1[CH:40]=[CH:39][CH:38]=[CH:37][CH:36]=1.C(Cl)(Cl)Cl.CO>N1C=CC=CC=1>[C:34]([O:1][C:2]1[CH:3]=[CH:4][C:5]2[C:9]([C:10]([C:12]3[CH:13]=[CH:14][C:15]([O:18][CH2:19][CH2:20][N:21]4[CH2:22][CH2:23][CH2:24][CH2:25][CH2:26]4)=[CH:16][CH:17]=3)=[O:11])=[C:8]([CH:27]3[CH2:32][CH2:31][CH2:30][CH2:29][CH2:28]3)[S:7][C:6]=2[CH:33]=1)(=[O:41])[C:35]1[CH:40]=[CH:39][CH:38]=[CH:37][CH:36]=1. Procedure details: 27 mg of (6-hydroxy-2-cyclohexylbenzo[b]thien-3yl)[4[2-(1-piperidinyl)ethoxy]phenyl]methanone is dissolved in 1 mL of pyridine, 0.1 mL of benzoyl chloride is added, and this mixture is agitated for one hour at room temperature. Ice is added to the reaction mixture, and the system is agitated for one hour. The organic layer is extracted with ethyl acetate and dried with anhydrous magnesium sulfate. The solvent is distilled off, and the crude product thus obtained is refined by TLC (developing sol... Reactants: Cl.[C@@H]12SC[C@@H](NC1)C2 ((1S,4S)-2-thia-5-azabicyclo[2.2.1]heptane hydrochloride), CN(C)C(=[N+](C)C)ON1C2=C(C=CC=C2)N=N1.[B-](F)(F)(F)F (TBTU), CCN(C(C)C)C(C)C (DIEA), C1(CC1)COC1=C(C=CC(=N1)C(=O)O)N1CC(C1)(F)F (6-cyclopropylmethoxy-5-(3,3-difluoro-azetidin-1-yl)-pyridine-2-carboxylic acid). Yields the product C1(CC1)COC1=C(C=CC(=N1)C(=O)N1[C@@H]2CS[C@H](C1)C2)N2CC(C2)(F)F ([6-Cyclopropylmethoxy-5-(3,3-difluoro-azetidin-1-yl)-pyridin-2-yl]-(1S,4S)-2-thia-5-aza-bicyclo[2.2.1]hept-5-yl-methanone). RXN SMILES: [CH:1]1([CH2:4][O:5][C:6]2[N:11]=[C:10]([C:12]([OH:14])=O)[CH:9]=[CH:8][C:7]=2[N:15]2[CH2:18][C:17]([F:20])([F:19])[CH2:16]2)[CH2:3][CH2:2]1.Cl.[C@H:22]12[CH2:28][C@H:25]([NH:26][CH2:27]1)[CH2:24][S:23]2.CN(C(ON1N=NC2C=CC=CC1=2)=[N+](C)C)C.[B-](F)(F)(F)F.CCN(C(C)C)C(C)C>>[CH:1]1([CH2:4][O:5][C:6]2[N:11]=[C:10]([C:12]([N:26]3[CH2:27][C@@H:22]4[CH2:28][C@H:25]3[CH2:24][S:23]4)=[O:14])[CH:9]=[CH:8][C:7]=2[N:15]2[CH2:18][C:17]([F:20])([F:19])[CH2:16]2)[CH2:2][CH2:3]1 |f:1.2,3.4|. Procedure: In analogy to the procedure described in Example 47 b), 6-cyclopropylmethoxy-5-(3,3-difluoro-azetidin-1-yl)-pyridine-2-carboxylic acid (Example 1 b)) was reacted with (1S,4S)-2-thia-5-azabicyclo[2.2.1]heptane hydrochloride (125136-43-8) in the presence of TBTU and DIEA to obtain the title compound as colorless oil; MS (EI): m/e=382.5 [MH+].